Dataset: the Open Reaction Database (ORD), a public repository of structured organic reaction records. Task: describe an organic reaction: reactants, conditions, products, and yield Reactants: COCc1nc(-c2cn3c(n2)-c2ccc(Br)cc2OCC3)n(C(C)C)n1, Br, [Na+], [Na+], O=C([O-])[O-]. The product is CC(C)n1nc(CO)nc1-c1cn2c(n1)-c1ccc(Br)cc1OCC2. RXN SMILES: [Br:1][c:2]1[cH:3][c:4]2[c:5]([cH:25][cH:26]1)-[c:6]1[n:7][c:8](-[c:14]3[n:15]([CH:22]([CH3:23])[CH3:24])[n:16][c:17]([CH2:19][O:20][CH3:21])[n:18]3)[cH:9][n:10]1[CH2:11][CH2:12][O:13]2.[BrH:33].[Na+:27].[Na+:28].[O-:29][C:30](=[O:31])[O-:32]>>[Br:1][c:2]1[cH:3][c:4]2[c:5]([cH:25][cH:26]1)-[c:6]1[n:7][c:8](-[c:14]3[n:15]([CH:22]([CH3:23])[CH3:24])[n:16][c:17]([CH2:19][OH:20])[n:18]3)[cH:9][n:10]1[CH2:11][CH2:12][O:13]2. The reactants are C(C)N1N=CC=2C1=NC(=C(N2)C#N)O (1-ethyl-6-hydroxy-1H-pyrazolo[3,4-b]-pyrazine-5-carbonitrile), [Na] (sodium), C(C)I (ethyl iodide). Solvent: C(C)O (ethanol). Product: C(C)OC1=C(N=C2C(=N1)N(N=C2)CC)C#N (6-Ethoxy-1-ethyl-1H-pyrazolo[3,4-b]pyrazine-5-carbonitrile). Reaction SMILES: [CH2:1]([N:3]1[C:7]2=[N:8][C:9]([OH:14])=[C:10]([C:12]#[N:13])[N:11]=[C:6]2[CH:5]=[N:4]1)[CH3:2].[Na].[CH2:16](I)[CH3:17]>C(O)C>[CH2:16]([O:14][C:9]1[N:8]=[C:7]2[N:3]([CH2:1][CH3:2])[N:4]=[CH:5][C:6]2=[N:11][C:10]=1[C:12]#[N:13])[CH3:17] |^1:14|. Procedure: 18.9 g. of 1-ethyl-6-hydroxy-1H-pyrazolo[3,4-b]-pyrazine-5-carbonitrile (0.1 mol.) are added to a solution of 2.3 g. of sodium (0.1 mol.) in 500 ml. of absolute ethanol and the mixture is stirred for 30 minutes at room temperature. Then the alcohol is distilled off in vacuo and the sodium salt is dissolved in dry dimethylformamide. Then 23.5 g. of ethyl iodide (0.15 mol.) are added and the solution is heated in an autoclave at 120° for 5 hours. After the dimethylformamide is removed in vacuo, th... Starting materials: COC1=CC(=C(CN2N=CC3=CC(=CC=C23)\C=C/2\C(NC(S2)=O)=O)C=C1)C(F)(F)F ((5Z)-5-({1-[4-methoxy-2-(trifluoromethyl)benzyl]-1H-indazol-5-yl}methylidene)-2,4-dioxo-1,3-thiazolidine), Cl.C(C)N(CC)CCCl (N,N-diethylaminoethyl chloride hydrochloride). Product: C(C)N(CCN1C(S\C(\C1=O)=C/C=1C=C2C=NN(C2=CC1)CC1=C(C=C(C=C1)OC)C(F)(F)F)=O)CC ((5Z)-3-[2-(Diethylamino)ethyl]-5-({1-[4-methoxy-2-(trifluoromethyl)benzyl]-1H-indazol-5-yl}methylidene)-1,3-thiazolidine-2,4-dione). RXN SMILES: [CH3:1][O:2][C:3]1[CH:26]=[CH:25][C:6]([CH2:7][N:8]2[C:16]3[C:11](=[CH:12][C:13](/[CH:17]=[C:18]4/[C:19](=[O:24])[NH:20][C:21](=[O:23])[S:22]/4)=[CH:14][CH:15]=3)[CH:10]=[N:9]2)=[C:5]([C:27]([F:30])([F:29])[F:28])[CH:4]=1.Cl.[CH2:32]([N:34]([CH2:37][CH2:38]Cl)[CH2:35][CH3:36])[CH3:33]>>[CH2:32]([N:34]([CH2:37][CH3:38])[CH2:35][CH2:36][N:20]1[C:19](=[O:24])/[C:18](=[CH:17]/[C:13]2[CH:12]=[C:11]3[C:16](=[CH:15][CH:14]=2)[N:8]([CH2:7][C:6]2[CH:25]=[CH:26][C:3]([O:2][CH3:1])=[CH:4][C:5]=2[C:27]([F:30])([F:29])[F:28])[N:9]=[CH:10]3)/[S:22][C:21]1=[O:23])[CH3:33] |f:1.2|. Reported procedure: (5Z)-3-[2-(Diethylamino)ethyl]-5-({1-[4-methoxy-2-(trifluoromethyl)benzyl]-1H-indazol-5-yl}methylidene)-1,3-thiazolidine-2,4-dione was prepared from [(5Z)-5-({1-[4-methoxy-2-(trifluoromethyl)benzyl]-1H-indazol-5-yl}methylidene)-2,4-dioxo-1,3-thiazolidine (from Example 8) and N,N-diethylaminoethyl chloride hydrochloride following General Procedure H. Starting materials: TEA, ClC1=C(C=CC=C1)S(=O)(=O)Cl (2-chlorobenzene-1-sulfonyl chloride), CN[C@@H]1CCC2=CC=C(C=C12)C(=O)OC ((R)-methyl 3-(methylamino)-2,3-dihydro-1H-indene-5-carboxylate). Solvent: C(Cl)Cl (methylene chloride), C(Cl)Cl (methylene chloride), C(Cl)Cl (methylene chloride). Run at time 15 minute. The product is ClC1=C(C=CC=C1)S(=O)(=O)N(C)[C@@H]1CCC2=CC=C(C=C12)C(=O)OC ((R)-Methyl 3-(2-chloro-N-methylphenylsulfonamido)-2,3-dihydro-1H-indene-5-carboxylate). Yield: 89.0%. Reaction SMILES: [CH3:1][NH:2][C@H:3]1[C:11]2[C:6](=[CH:7][CH:8]=[C:9]([C:12]([O:14][CH3:15])=[O:13])[CH:10]=2)[CH2:5][CH2:4]1.[Cl:16][C:17]1[CH:22]=[CH:21][CH:20]=[CH:19][C:18]=1[S:23](Cl)(=[O:25])=[O:24]>C(Cl)Cl>[Cl:16][C:17]1[CH:22]=[CH:21][CH:20]=[CH:19][C:18]=1[S:23]([N:2]([C@H:3]1[C:11]2[C:6](=[CH:7][CH:8]=[C:9]([C:12]([O:14][CH3:15])=[O:13])[CH:10]=2)[CH2:5][CH2:4]1)[CH3:1])(=[O:25])=[O:24]. Procedure details: TEA (864 μl, 6.23 mmol, 2.5 eq.) was added to a cooled (0° C.) solution of (R)-methyl 3-(methylamino)-2,3-dihydro-1H-indene-5-carboxylate (A-17) (2.49 mmol, 1.0 eq.) in methylene chloride (10 ml) and the reaction mixture was allowed to stir for 15 min. A solution of 2-chlorobenzene-1-sulfonyl chloride (407 μl, 2.99 mmol, 1.2 eq.) in methylene chloride (5 ml) was then added and the reaction mixture was stirred at RT for 4 h. After completion of the reaction (monitored by TLC), the reaction mixtur... The reactants are BrCC(=O)OC (Methyl bromoacetate), C(=O)([O-])[O-].[K+].[K+] (K2CO3), C1(CC1)N1C=CC2=C(C=C(C=C12)C(=O)N1CCC2(CC1)OC1=CC=C(C=C1C(C2)=O)C=2C=NN(C2)C)O (1′-[(1-cyclopropyl-4-hydroxy-1H-indol-6-yl)carbonyl]-6-(1-methyl-1H-pyrazol-4-yl)spiro[chroman-2,4′-piperidin]-4-one). Run in CN(C)C=O (DMF), CCOC(=O)C (EtOAc). Run at time 8 hour. Product: C1(CC1)N1C=CC2=C(C=C(C=C12)C(=O)N1CCC2(CC1)OC1=CC=C(C=C1C(C2)=O)C=2C=NN(C2)C)OCC(=O)OC (Methyl [(1-cyclopropyl-6-{[6-(1-methyl-1H-pyrazol-4-yl)-4-oxospiro[chroman-2,4′-piperidin]-1′-yl]carbonyl}-1H-indol-4-yl)oxy]acetate). RXN SMILES: Br[CH2:2][C:3]([O:5][CH3:6])=[O:4].C([O-])([O-])=O.[K+].[K+].[CH:13]1([N:16]2[C:24]3[C:19](=[C:20]([OH:49])[CH:21]=[C:22]([C:25]([N:27]4[CH2:32][CH2:31][C:30]5([CH2:41][C:40](=[O:42])[C:39]6[C:34](=[CH:35][CH:36]=[C:37]([C:43]7[CH:44]=[N:45][N:46]([CH3:48])[CH:47]=7)[CH:38]=6)[O:33]5)[CH2:29][CH2:28]4)=[O:26])[CH:23]=3)[CH:18]=[CH:17]2)[CH2:15][CH2:14]1>CN(C=O)C.CCOC(C)=O>[CH:13]1([N:16]2[C:24]3[C:19](=[C:20]([O:49][CH2:2][C:3]([O:5][CH3:6])=[O:4])[CH:21]=[C:22]([C:25]([N:27]4[CH2:28][CH2:29][C:30]5([CH2:41][C:40](=[O:42])[C:39]6[C:34](=[CH:35][CH:36]=[C:37]([C:43]7[CH:44]=[N:45][N:46]([CH3:48])[CH:47]=7)[CH:38]=6)[O:33]5)[CH2:31][CH2:32]4)=[O:26])[CH:23]=3)[CH:18]=[CH:17]2)[CH2:14][CH2:15]1 |f:1.2.3|. Procedure: Methyl bromoacetate (0.059 ml, 0.604 mmol) was added to a stirred mixture of K2CO3 (111 mg, 0.806 mmol), 1′-[(1-cyclopropyl-4-hydroxy-1H-indol-6-yl)carbonyl]-6-(1-methyl-1H-pyrazol-4-yl)spiro[chroman-2,4′-piperidin]-4-one (200 mg, 0.403 mmol) in DMF (2 ml) and the mixture was stirred at room temperature overnight. The mixture was diluted with EtOAc, washed with water, brine, and dried over MgSO4. After filteration and evaporation, the residue was purified by silicagel column chromatography (CHCl... Starting materials: [Br-], CN(C)CCCl, CCCCCCCCCCCCCCCC[N+](C)(C)C, ClCCl, Cl, O=C(C=Cc1ccc([N+](=O)[O-])cc1)N1CCN(C(=O)c2cc(C(F)(F)F)cc(C(F)(F)F)c2)C(Cc2c[nH]c3ccccc23)C1, [Na+], [OH-]. Product: Cl, CN(C)CCn1cc(CC2CN(C(=O)C=Cc3ccc([N+](=O)[O-])cc3)CCN2C(=O)c2cc(C(F)(F)F)cc(C(F)(F)F)c2)c2ccccc21. As a reaction SMILES: [Br-:55].[CH3:49][N:50]([CH2:51][CH2:52][Cl:53])[CH3:54].[CH3:56][CH2:57][CH2:58][CH2:59][CH2:60][CH2:61][CH2:62][CH2:63][CH2:64][CH2:65][CH2:66][CH2:67][CH2:68][CH2:69][CH2:70][CH2:71][N+:72]([CH3:73])([CH3:74])[CH3:75].[Cl:76][CH2:77][Cl:78].[ClH:48].[F:1][C:2]([c:3]1[cH:4][c:5]([C:6](=[O:7])[N:8]2[CH:9]([CH2:27][c:28]3[cH:29][nH:30][c:31]4[cH:32][cH:33][cH:34][cH:35][c:36]34)[CH2:10][N:11]([C:14]([CH:15]=[CH:16][c:17]3[cH:18][cH:19][c:20]([N+:23](=[O:24])[O-:25])[cH:21][cH:22]3)=[O:26])[CH2:12][CH2:13]2)[cH:37][c:38]([C:40]([F:41])([F:42])[F:43])[cH:39]1)([F:44])[F:45].[Na+:47].[OH-:46]>>[ClH:53].[F:1][C:2]([c:3]1[cH:4][c:5]([C:6](=[O:7])[N:8]2[CH:9]([CH2:27][c:28]3[cH:29][n:30]([CH2:52][CH2:51][N:50]([CH3:49])[CH3:54])[c:31]4[cH:32][cH:33][cH:34][cH:35][c:36]34)[CH2:10][N:11]([C:14]([CH:15]=[CH:16][c:17]3[cH:18][cH:19][c:20]([N+:23](=[O:24])[O-:25])[cH:21][cH:22]3)=[O:26])[CH2:12][CH2:13]2)[cH:37][c:38]([C:40]([F:41])([F:42])[F:43])[cH:39]1)([F:44])[F:45]. Starting materials: C(C)OC(=O)C1=C(C=2C=CC=C3C2N(CCO3)C1=O)O (2,3-dihydro-6-ethoxycarbonyl-7-hydroxy-5-oxo-5H-pyrido[1,2,3-de]-1,4-benzoxazine), CNC1=CC=CC=C1 (N-methylaniline). The solvent is N1=CC=CC=C1 (pyridine). Run at temperature 125 celsius, time 4 hour. Yields the product OC1=C(C(N2CCOC=3C2=C1C=CC3)=O)C(N(C3=CC=CC=C3)C)=O (2,3-dihydro-7-hydroxy-6-(N-methyl-N-phenylcarbamoyl)-5-oxo-5H-pyrido[1,2,3-de]-1,4-benzoxazine). Reaction SMILES: C(O[C:4]([C:6]1[C:18](=[O:19])[N:14]2[CH2:15][CH2:16][O:17][C:12]3[C:13]2=[C:8]([CH:9]=[CH:10][CH:11]=3)[C:7]=1[OH:20])=[O:5])C.[CH3:21][NH:22][C:23]1[CH:28]=[CH:27][CH:26]=[CH:25][CH:24]=1>N1C=CC=CC=1>[OH:20][C:7]1[C:8]2[CH:9]=[CH:10][CH:11]=[C:12]3[C:13]=2[N:14]([CH2:15][CH2:16][O:17]3)[C:18](=[O:19])[C:6]=1[C:4](=[O:5])[N:22]([CH3:21])[C:23]1[CH:28]=[CH:27][CH:26]=[CH:25][CH:24]=1. Procedure details: A mixture of 2,3-dihydro-6-ethoxycarbonyl-7-hydroxy-5-oxo-5H-pyrido[1,2,3-de]-1,4-benzoxazine (6 g) and N-methylaniline (4 ml) in pyridine (30 ml) was stirred at 125° C. for 4 hours. The solvent was evaporated, and the residue was purified by column chromatography on silica gel (200 g) eluting with a mixture of chloroform and methanol (5:1). The product was recrystallized from a mixture of ethanol and isopropyl ether to give pale brown crystals of 2,3-dihydro-7-hydroxy-6-(N-methyl-N-phenylcarbam... The product is COC(=O)C1N(C=CN=C1N)OC (3-Amino-1-methoxy-pyrazine-2-carboxylic acid methyl ester). RXN SMILES: [H-].[Na+].[CH3:3][O:4][C:5]([C:7]1[C:12]([NH2:13])=[N:11][C:10](Cl)=[CH:9][N:8]=1)=[O:6].[NH4+].[Cl-].[CH3:17][OH:18]>>[CH3:3][O:4][C:5]([CH:7]1[C:12]([NH2:13])=[N:11][CH:10]=[CH:9][N:8]1[O:18][CH3:17])=[O:6] |f:0.1,3.4|. Procedure details: At 0° C. 75 mg (1.866 mmol) 60% sodium hydride in oil was added in portions to 5 ml MeOH and the mixture was stirred at room temperature for 30 min. After re-cooling to 0° C. 350 mg (1.866 mmol) 3-amino-5-chloro-pyrazine-2-carboxylic acid methyl ester (GB 1248146) was added and the mixture was allowed to warm to room temperature and stirred over night. Saturated aqueous NH4Cl was added and the mixture was extracted with DCM and EtOAc, the combined organic layers were washed with saturated aqueou... Reactants: COC(=O)C1=NC=C(N=C1N)Cl (3-amino-5-chloro-pyrazine-2-carboxylic acid methyl ester), [H-].[Na+] (sodium hydride), CO (MeOH), [NH4+].[Cl-] (NH4Cl). Reaction conditions: time 30 minute.